From a dataset of the Open Reaction Database (ORD), a public repository of structured organic reaction records. describe an organic reaction: reactants, conditions, products, and yield The reactants are [BH4-].[Na+] (NaBH4), OC1=C(C(=O)O)C=C(C=C1)C(CCCCCCCCCCCCCCCCC)=O (2-Hydroxy-5-(1-oxooctadecyl)benzoic acid), Cl (HCl). The solvent is C(C)O (ethanol). Conditions: time 2 hour. Yields the product OC1=C(C(=O)O)C=C(C=C1)C(CCCCCCCCCCCCCCCCC)O (2-hydroxy-5-(1-hydroxyoctadecyl)benzoic acid). Reaction SMILES: [OH:1][C:2]1[CH:10]=[CH:9][C:8]([C:11](=[O:29])[CH2:12][CH2:13][CH2:14][CH2:15][CH2:16][CH2:17][CH2:18][CH2:19][CH2:20][CH2:21][CH2:22][CH2:23][CH2:24][CH2:25][CH2:26][CH2:27][CH3:28])=[CH:7][C:3]=1[C:4]([OH:6])=[O:5].[BH4-].[Na+].Cl>C(O)C>[OH:1][C:2]1[CH:10]=[CH:9][C:8]([CH:11]([OH:29])[CH2:12][CH2:13][CH2:14][CH2:15][CH2:16][CH2:17][CH2:18][CH2:19][CH2:20][CH2:21][CH2:22][CH2:23][CH2:24][CH2:25][CH2:26][CH2:27][CH3:28])=[CH:7][C:3]=1[C:4]([OH:6])=[O:5] |f:1.2|. Procedure details: 2-Hydroxy-5-(1-oxooctadecyl)benzoic acid (1.0 g) was added to 5 ml absolute ethanol, followed by 94 mg of NaBH4. The mixture was stirred at room temperature for 2 hours, then added to 10 ml of 0.1N HCl to give a solid. The solid was filtered, washed with 10 ml of water, dried in air and then at a pressure of 0.5 mm Hg at room temperature for about 65 hours to give the title compound, m.p. ca. 102° C. ##STR10## The reactants are NC1=NN=C(S1)S(=O)(=O)N1C[C@@H](N(CC1)C1=CC=C(C=C1)[C@@](C(F)(F)F)(C)O)C ((2R)-2-(4-((2S)-4-((5-amino-1,3,4-thiadiazol-2-yl)sulfonyl)-2-methyl-1-piperazinyl)phenyl)-1,1,1-trifluoro-2-propanol), C=1N=C(C2=C(N1)N(C=N2)[C@H]3[C@@H]([C@@H]([C@H](O3)COP(=O)(O)OP(=O)(O)OC[C@@H]4[C@H]([C@H]([C@@H](O4)N5C=CCC(=C5)C(=O)N)O)O)O)OP(=O)(O)O)N (NADPH). Product: NC1=NN=C(S1)S(=O)(=O)N1C[C@@H](N(CC1)C1=CC=C(C=C1)[C@](C(F)(F)F)(C)O)C ((2S)-2-(4-((2S)-4-((5-amino-1,3,4-thiadiazol-2-yl)sulfonyl)-2-methyl-1-piperazinyl)phenyl)-1,1,1-trifluoro-2-propanol). RXN SMILES: [NH2:1][C:2]1[S:6][C:5]([S:7]([N:10]2[CH2:15][CH2:14][N:13]([C:16]3[CH:21]=[CH:20][C:19]([C@:22]([OH:28])([CH3:27])[C:23]([F:26])([F:25])[F:24])=[CH:18][CH:17]=3)[C@@H:12]([CH3:29])[CH2:11]2)(=[O:9])=[O:8])=[N:4][N:3]=1.C1N=C(N)C2N=CN([C@@H]3O[C@H](COP(OP(OC[C@H]4O[C@@H](N5C=C(C(N)=O)CC=C5)[C@H](O)[C@@H]4O)(O)=O)(O)=O)[C@@H](O)[C@H]3OP(O)(O)=O)C=2N=1>>[NH2:1][C:2]1[S:6][C:5]([S:7]([N:10]2[CH2:15][CH2:14][N:13]([C:16]3[CH:21]=[CH:20][C:19]([C@@:22]([OH:28])([CH3:27])[C:23]([F:25])([F:26])[F:24])=[CH:18][CH:17]=3)[C@@H:12]([CH3:29])[CH2:11]2)(=[O:8])=[O:9])=[N:4][N:3]=1. Procedure details: (2R)-2-(4-((2S)-4-((5-amino-1,3,4-thiadiazol-2-yl)sulfonyl)-2-methyl-1-piperazinyl)phenyl)-1,1,1-trifluoro-2-propanol. 1H NMR (400 MHz, CD3OD) δ 7.47 (d, J=8.6 Hz, 2H), 6.98 (d, J=8.6 Hz, 2H), 4.10-4.03 (m, 1H), 3.80-3.74 (m, 1H), 3.57-3.51 (m, 1H), 3.42-3.36 (m, 1H), 3.29-3.17 (m, 2H), 3.15-3.07 (m, 1H), 1.68 (s, 3H), 1.10-1.06 (d, J=6.5 Hz, 3H). m/z (ESI, +ve ion) 452.1 (M+H)+. GK-GKRP EC50 (NADPH-coupled)=3.04 μM; GK-GKRP EC50 (LC MS/MS)=5.62 μM. RXN SMILES: [F:1][C:2]1[CH:3]=[C:4]([CH:10]=[C:11]([F:13])[CH:12]=1)[C@H:5]([OH:9])[C:6]([OH:8])=O.Cl.[NH2:15][C@H:16]([C:20]([NH:22][N:23]1[C:29](=[O:30])[CH:28]([CH2:31][CH2:32][CH2:33][CH2:34][CH2:35][CH3:36])[C:27]2[CH:37]=[CH:38][CH:39]=[CH:40][C:26]=2[C:25]2[CH:41]=[CH:42][CH:43]=[CH:44][C:24]1=2)=[O:21])[CH:17]([CH3:19])[CH3:18]>>[F:13][C:11]1[CH:10]=[C:4]([CH:3]=[C:2]([F:1])[CH:12]=1)[C@H:5]([OH:9])[C:6]([NH:15][C@H:16]([C:20]([NH:22][N:23]1[C:29](=[O:30])[CH:28]([CH2:31][CH2:32][CH2:33][CH2:34][CH2:35][CH3:36])[C:27]2[CH:37]=[CH:38][CH:39]=[CH:40][C:26]=2[C:25]2[CH:41]=[CH:42][CH:43]=[CH:44][C:24]1=2)=[O:21])[CH:17]([CH3:18])[CH3:19])=[O:8] |f:1.2|. Procedure details: Following General Procedure D and using (S)-3,5-difluoromandelic acid (Example L) and 5-(L-valinyl)-amino-7-hexyl-5,7-dihydro-6H-dibenz[b,d]azepin-6-one hydrochloride (Example 7-V), the title compound was prepared. The product was purified by chromatography (silica, 5% MeOH/CHCl3). The product is FC=1C=C([C@@H](C(=O)N[C@@H](C(C)C)C(=O)NN2C3=C(C4=C(C(C2=O)CCCCCC)C=CC=C4)C=CC=C3)O)C=C(C1)F (5-{N′—[(S)-3,5-Difluoromandelyl]-L-valinyl}amino-7-hexyl-5,7-dihydro-6H-dibenz[b,d]azepin-6-one). Reactants: FC=1C=C([C@@H](C(=O)O)O)C=C(C1)F ((S)-3,5-difluoromandelic acid), Cl.N[C@@H](C(C)C)C(=O)NN1C2=C(C3=C(C(C1=O)CCCCCC)C=CC=C3)C=CC=C2 (5-(L-Valinyl)amino-7-hexyl-5,7-dihydro-6H-dibenz[b,d]azepin-6-one Hydrochloride).